Dataset: the Open Reaction Database (ORD), a public repository of structured organic reaction records. Task: describe an organic reaction: reactants, conditions, products, and yield The reactants are CC1=C(C=CC=C1)N=C=O (2-Methylphenyl isocyanate), COC(COC=1C=C(C=C(C1)Br)O)OC (3-(2,2-Dimethoxyethoxy)-5-bromophenol), [N-]=C=O (isocyanate). Reagents/catalysts: C(C)N(CC)CC (triethylamine). Solvent: C1=CC=CC=C1 (benzene). Reaction conditions: time 6 hour. The product is CC1=C(C=CC=C1)NC(OC1=CC(=CC(=C1)Br)OCC(OC)OC)=O (O-[3-(2,2-dimethoxyethoxy)-5-bromophenyl] N-2-methylphenylcarbamate). As a reaction SMILES: [CH3:1][O:2][CH:3]([O:14][CH3:15])[CH2:4][O:5][C:6]1[CH:7]=[C:8]([OH:13])[CH:9]=[C:10]([Br:12])[CH:11]=1.[CH3:16][C:17]1[CH:22]=[CH:21][CH:20]=[CH:19][C:18]=1[N:23]=[C:24]=[O:25].[N-]=C=O>C1C=CC=CC=1.C(N(CC)CC)C>[CH3:16][C:17]1[CH:22]=[CH:21][CH:20]=[CH:19][C:18]=1[NH:23][C:24](=[O:25])[O:13][C:8]1[CH:9]=[C:10]([Br:12])[CH:11]=[C:6]([O:5][CH2:4][CH:3]([O:2][CH3:1])[O:14][CH3:15])[CH:7]=1. Reported procedure: 3-(2,2-Dimethoxyethoxy)-5-bromophenol (0.05 mole) dissolved in benzene (10 ml) is charged into a glass reaction flask equipped with a mechanical stirrer. 2-Methylphenyl isocyanate (0.06 mole) and triethylamine (3 drops) are then added, and the resulting mixture is stirred at room temperature for a period of about 6 hours. The mixture is then stripped of solvent and unreacted isocyanate to yield the desired product O-[3-(2,2-dimethoxyethoxy)-5-bromophenyl] N-2-methylphenylcarbamate as the residue... Starting materials: CC(C)(COCc1ccccc1)CN1CCN(c2ccccc2OCC(F)(F)F)CC1, CO, O=C[O-], [NH4+]. Yields the product CC(C)(CO)CN1CCN(c2ccccc2OCC(F)(F)F)CC1. Reaction SMILES: [CH2:1]([c:2]1[cH:3][cH:4][cH:5][cH:6][cH:7]1)[O:8][CH2:9][C:10]([CH2:11][N:12]1[CH2:13][CH2:14][N:15]([c:18]2[c:19]([O:24][CH2:25][C:26]([F:27])([F:28])[F:29])[cH:20][cH:21][cH:22][cH:23]2)[CH2:16][CH2:17]1)([CH3:30])[CH3:31].[CH3:36][OH:37].[CH:32]([O-:33])=[O:34].[NH4+:35]>>[OH:8][CH2:9][C:10]([CH2:11][N:12]1[CH2:13][CH2:14][N:15]([c:18]2[c:19]([O:24][CH2:25][C:26]([F:27])([F:28])[F:29])[cH:20][cH:21][cH:22][cH:23]2)[CH2:16][CH2:17]1)([CH3:30])[CH3:31]. Starting materials: S(=O)(Cl)Cl (thionyl chloride), [OH-].[Na+] (sodium hydroxide), C(C1=CC=NC=C1)(=O)O (isonicotinic acid), ClC=1C=CC(=C(N)C1)OC1=CC=CC=C1 (5-chloro-2-phenoxyaniline). Run in C(C)N(CC)CC (triethylamine), O1CCCC1 (tetrahydrofuran). Run at time 30 minute. Product: ClC=1C=CC(=C(NC(C2=CC=NC=C2)=O)C1)OC1=CC=CC=C1 (5'-chloro-2'-phenoxyisonicotinanilide). Reaction SMILES: S(Cl)(Cl)=O.[C:5]([OH:13])(=O)[C:6]1[CH:11]=[CH:10][N:9]=[CH:8][CH:7]=1.[Cl:14][C:15]1[CH:16]=[CH:17][C:18]([O:22][C:23]2[CH:28]=[CH:27][CH:26]=[CH:25][CH:24]=2)=[C:19]([CH:21]=1)[NH2:20].[OH-].[Na+]>C(N(CC)CC)C.O1CCCC1>[Cl:14][C:15]1[CH:16]=[CH:17][C:18]([O:22][C:23]2[CH:28]=[CH:27][CH:26]=[CH:25][CH:24]=2)=[C:19]([CH:21]=1)[NH:20][C:5](=[O:13])[C:6]1[CH:7]=[CH:8][N:9]=[CH:10][CH:11]=1 |f:3.4|. Reported procedure: A 100 ml. portion of thionyl chloride is added dropwise to 28.0 g. of isonicotinic acid over 30 minutes. After an additional 30 minutes the mixture becomes homogeneous. The volatiles are removed in vacuo, 250 ml. of benzene is added and then removed to leave a residue. This residue is suspended in 300 ml. of dry tetrahydrofuran and a solution of 25.0 g. of 5-chloro-2-phenoxyaniline in 63 ml. of triethylamine is added dropwise over 30 minutes and the mixture is stirred overnight. The mixture is p... Reactants: ClCCCS(=O)(=O)N1CCC(CC1)C1=NNC2=C(C=C(C=C12)C=1SC=CC1)C(=O)N (3-{1-[(3-chloropropyl)sulfonyl]-4-piperidinyl}-5-(2-thienyl)-1H-indazole-7-carboxamide), C(=O)([O-])[O-].[K+].[K+] (K2CO3), [I-].[Na+] (sodium iodide), N1CCCC1 (pyrrolidine). Run in CN(C)C=O (DMF). The product is N1(CCCC1)CCCS(=O)(=O)N1CCC(CC1)C1=NNC2=C(C=C(C=C12)C=1SC=CC1)C(=O)N (3-(1-{[3-(1-pyrrolidinyl)propyl]sulfonyl}-4-piperidinyl)-5-(2-thienyl)-1H-indazole-7-carboxamide). The yield is 42.5%. As a reaction SMILES: Cl[CH2:2][CH2:3][CH2:4][S:5]([N:8]1[CH2:13][CH2:12][CH:11]([C:14]2[C:22]3[C:17](=[C:18]([C:28]([NH2:30])=[O:29])[CH:19]=[C:20]([C:23]4[S:24][CH:25]=[CH:26][CH:27]=4)[CH:21]=3)[NH:16][N:15]=2)[CH2:10][CH2:9]1)(=[O:7])=[O:6].C([O-])([O-])=O.[K+].[K+].[I-].[Na+].[NH:39]1[CH2:43][CH2:42][CH2:41][CH2:40]1>CN(C=O)C>[N:39]1([CH2:2][CH2:3][CH2:4][S:5]([N:8]2[CH2:13][CH2:12][CH:11]([C:14]3[C:22]4[C:17](=[C:18]([C:28]([NH2:30])=[O:29])[CH:19]=[C:20]([C:23]5[S:24][CH:25]=[CH:26][CH:27]=5)[CH:21]=4)[NH:16][N:15]=3)[CH2:10][CH2:9]2)(=[O:7])=[O:6])[CH2:43][CH2:42][CH2:41][CH2:40]1 |f:1.2.3,4.5|. Reported procedure: The title compound was prepared according to the general procedure of Example 38b. Thus, 3-{1-[(3-chloropropyl)sulfonyl]-4-piperidinyl}-5-(2-thienyl)-1H-indazole-7-carboxamide (0.076 mmol) in DMF (4 mL) was reacted with K2CO3 (22 mg, 0.16 mmol), sodium iodide (2 mg) and pyrrolidine (26.98 mg, 0.4 mmol) to afford the title compound (16.2 mg, 42%). The reactants are BrC1=CC=C(C=C1)C=1N(C=C(N1)C(C)(C)O)CC1=C(C=CC=C1)Cl (2-[2-(4-bromophenyl)-1-(2-chlorobenzyl)-1H-imidazol-4-yl]-propan-2-ol), CS(=O)(=O)C=1C=C(C=CC1)B(O)O (3-methanesulfonyl-phenylboronic acid), Cl2Pd(dppf)DCM, aqueous solution, C(=O)([O-])[O-].[K+].[K+] (K2CO3). The solvent is COCCOC (DME). The product is ClC1=C(CN2C(=NC(=C2)C(C)(C)O)C2=CC=C(C=C2)C2=CC(=CC=C2)S(=O)(=O)C)C=CC=C1 (2-[1-(2-chlorobenzyl)-2-(3′-methanesulfonyl-biphenyl-4-yl)-1H-imidazol-4-yl]-propan-2-ol). The yield is 76.7%. Reaction SMILES: Br[C:2]1[CH:7]=[CH:6][C:5]([C:8]2[N:9]([CH2:17][C:18]3[CH:23]=[CH:22][CH:21]=[CH:20][C:19]=3[Cl:24])[CH:10]=[C:11]([C:13]([OH:16])([CH3:15])[CH3:14])[N:12]=2)=[CH:4][CH:3]=1.[CH3:25][S:26]([C:29]1[CH:30]=[C:31](B(O)O)[CH:32]=[CH:33][CH:34]=1)(=[O:28])=[O:27].C([O-])([O-])=O.[K+].[K+]>COCCOC>[Cl:24][C:19]1[CH:20]=[CH:21][CH:22]=[CH:23][C:18]=1[CH2:17][N:9]1[CH:10]=[C:11]([C:13]([OH:16])([CH3:15])[CH3:14])[N:12]=[C:8]1[C:5]1[CH:6]=[CH:7][C:2]([C:33]2[CH:32]=[CH:31][CH:30]=[C:29]([S:26]([CH3:25])(=[O:28])=[O:27])[CH:34]=2)=[CH:3][CH:4]=1 |f:2.3.4|. Procedure details: A mixture of 2-[2-(4-bromophenyl)-1-(2-chlorobenzyl)-1H-imidazol-4-yl]-propan-2-ol (130 mg, 0.32 mmol), 3-methanesulfonyl-phenylboronic acid (80 mg, 0.40 mmol), Cl2Pd(dppf)DCM (13 mg, 5 mol %) and a 2.8M aqueous solution of K2CO3 (0.35 mL, 0.98 mmol) in DME (2 mL) was heated in a microwave unit (Biotage Initiator™) at 120° C. for 4 min. The reaction mixture was concentrated and purified by chromatography (silica, EtOAc/Hex, 45:55 to 90:10) to give the title compound (118 mg, 77%) as a white soli...